Dataset: the Open Reaction Database (ORD), a public repository of structured organic reaction records. Task: describe an organic reaction: reactants, conditions, products, and yield Starting materials: Cl(=O)(=O)(=O)[O-].C(C)C1(CCC[NH+]2CCC=3C(=C12)N=C1C=CC=CC13)C#N (1-ethyl-1-cyano-5.12b-didehydro-indolo(2,3-a)quinolizidinium perchlorate), Cl (hydrochloric acid). The reagents and catalysts are [Zn] (zinc). The solvent is C(C)O (ethanol). Reaction conditions: time 10 hour. The product is C(C)C1(CCCN2CCC3=C(C12)NC1=CC=CC=C13)C#N (1-ethyl-1-cyano-indolo(2,3-a)quinolizidine). Isolated yield 42.7%. RXN SMILES: Cl([O-])(=O)(=O)=O.[CH2:6]([C:8]1([C:25]#[N:26])[C:17]2[NH+:12]([CH2:13][CH2:14][C:15]3[C:16]=2[N:18]=[C:19]2[C:24]=3[CH:23]=[CH:22][CH:21]=[CH:20]2)[CH2:11][CH2:10][CH2:9]1)[CH3:7].Cl>[Zn].C(O)C>[CH2:6]([C:8]1([C:25]#[N:26])[CH:17]2[N:12]([CH2:13][CH2:14][C:15]3[C:24]4[C:19](=[CH:20][CH:21]=[CH:22][CH:23]=4)[NH:18][C:16]=32)[CH2:11][CH2:10][CH2:9]1)[CH3:7] |f:0.1|. Procedure details: In a 1-liter flask there was placed 19 g of the perchlorate of step (c) above, 300 cc of 95% ethanol and 40 g of zinc powder. There was added from a flask 100 ml of concentrated hydrochloric acid. Mild reflux could be observed during the addition of the acid. The mixture was allowed to stand at room temperature for 10 hours. It was then concentrated, washed with water and extracted with methylene chloride. It was made alkaline with sodium hydroxide and filtered through Celite (Trade Mark). After... The reactants are CCN=C=NCCCN(C)C, ClCCl, Cl, NS(=O)(=O)c1ccc(CCNCc2cccc(-c3cccc(C(=O)NCCN4CCCC4)c3)c2)cc1, CN(C)C=O, O=C(O)C=Cc1ccccc1, On1nnc2ccccc21. The product is NS(=O)(=O)c1ccc(CCN(Cc2cccc(-c3cccc(C(=O)NCCN4CCCC4)c3)c2)C(=O)C=Cc2ccccc2)cc1. RXN SMILES: [CH2:49]([N:50]=[C:51]=[N:52][CH2:53][CH2:54][CH2:55][N:56]([CH3:57])[CH3:58])[CH3:59].[Cl:70][CH2:71][Cl:72].[ClH:48].[NH2:1][S:2](=[O:3])(=[O:4])[c:5]1[cH:6][cH:7][c:8]([CH2:11][CH2:12][NH:13][CH2:14][c:15]2[cH:16][c:17](-[c:21]3[cH:22][c:23]([C:27](=[O:28])[NH:29][CH2:30][CH2:31][N:32]4[CH2:33][CH2:34][CH2:35][CH2:36]4)[cH:24][cH:25][cH:26]3)[cH:18][cH:19][cH:20]2)[cH:9][cH:10]1.[O:73]=[CH:74][N:75]([CH3:76])[CH3:77].[OH:37][C:38](=[O:39])[CH:40]=[CH:41][c:42]1[cH:43][cH:44][cH:45][cH:46][cH:47]1.[OH:60][n:61]1[c:62]2[cH:63][cH:64][cH:65][cH:66][c:67]2[n:68][n:69]1>>[NH2:1][S:2](=[O:3])(=[O:4])[c:5]1[cH:6][cH:7][c:8]([CH2:11][CH2:12][N:13]([CH2:14][c:15]2[cH:16][c:17](-[c:21]3[cH:22][c:23]([C:27](=[O:28])[NH:29][CH2:30][CH2:31][N:32]4[CH2:33][CH2:34][CH2:35][CH2:36]4)[cH:24][cH:25][cH:26]3)[cH:18][cH:19][cH:20]2)[C:38](=[O:37])[CH:40]=[CH:41][c:42]2[cH:43][cH:44][cH:45][cH:46][cH:47]2)[cH:9][cH:10]1. Reactants: ClC1=C(C=C[N+](=O)[O-])C=C(C=C1)[N+](=O)[O-] (2-chloro-β,5-dinitrostyrene), CN(C([S-])=S)C.C[NH2+]C (dimethylammonium dimethyldithiocarbamate). Solvent: C(=S)=S (carbon disulfide). The product is CN(C(SC(C1=C(C=CC(=C1)[N+](=O)[O-])Cl)C[N+](=O)[O-])=S)C (2-chloro-5-nitro-α-(nitromethyl)benzyl dimethyldithiocarbamate). RXN SMILES: [Cl:1][C:2]1[CH:12]=[CH:11][C:10]([N+:13]([O-:15])=[O:14])=[CH:9][C:3]=1[CH:4]=[CH:5][N+:6]([O-:8])=[O:7].[CH3:16][N:17]([CH3:21])[C:18](=[S:20])[S-:19].C[NH2+]C>C(=S)=S>[CH3:16][N:17]([CH3:21])[C:18](=[S:19])[S:20][CH:4]([CH2:5][N+:6]([O-:8])=[O:7])[C:3]1[CH:9]=[C:10]([N+:13]([O-:15])=[O:14])[CH:11]=[CH:12][C:2]=1[Cl:1] |f:1.2|. Procedure: As in Example 17, reaction of 2-chloro-β,5-dinitrostyrene with dimethylammonium dimethyldithiocarbamate in the presence of carbon disulfide gave 2-chloro-5-nitro-α-(nitromethyl)benzyl dimethyldithiocarbamate melting at 120° C.-121° C. after recrystallization without heating from acetone-methanol solution. The reactants are Brc1ccsc1, CC1(C)OB(c2ccc(N)cc2)OC1(C)C, CCOC(C)=O, COCCOC, [Na+], [Na+], O=C([O-])[O-], O. Product: Nc1ccc(-c2ccsc2)cc1. As a reaction SMILES: [Br:13][c:14]1[cH:15][s:16][cH:17][cH:18]1.[CH3:19][C:20]1([CH3:21])[C:22]([CH3:23])([CH3:24])[O:25][B:26]([c:27]2[cH:28][cH:29][c:30]([NH2:31])[cH:32][cH:33]2)[O:34]1.[CH3:36][CH2:37][O:38][C:39](=[O:40])[CH3:41].[CH3:7][O:8][CH2:9][CH2:10][O:11][CH3:12].[Na+:1].[Na+:2].[O-:3][C:4](=[O:5])[O-:6].[OH2:35]>>[c:14]1(-[c:27]2[cH:28][cH:29][c:30]([NH2:31])[cH:32][cH:33]2)[cH:15][s:16][cH:17][cH:18]1. The reactants are [Br-], C1CCOC1, C[Mg+], [Cl-], O=Cc1ccc2nc(-c3ccc(C(F)(F)F)cc3)sc2c1, [NH4+], O. The product is CC(O)c1ccc2nc(-c3ccc(C(F)(F)F)cc3)sc2c1. Reaction SMILES: [Br-:1].[CH2:25]1[O:26][CH2:27][CH2:28][CH2:29]1.[CH3:2][Mg+:3].[Cl-:30].[F:4][C:5]([c:6]1[cH:7][cH:8][c:9](-[c:12]2[s:13][c:14]3[c:15]([n:16]2)[cH:17][cH:18][c:19]([CH:21]=[O:22])[cH:20]3)[cH:10][cH:11]1)([F:23])[F:24].[NH4+:31].[OH2:32]>>[CH3:2][CH:21]([c:19]1[cH:18][cH:17][c:15]2[c:14]([s:13][c:12](-[c:9]3[cH:8][cH:7][c:6]([C:5]([F:4])([F:23])[F:24])[cH:11][cH:10]3)[n:16]2)[cH:20]1)[OH:22]. Reactants: C1COCCO1, C1CCNCC1, NS(N)(=O)=O. Product: NS(=O)(=O)N1CCCCC1. As a reaction SMILES: [CH2:12]1[O:13][CH2:14][CH2:15][O:16][CH2:17]1.[CH2:1]1[CH2:2][CH2:3][NH:4][CH2:5][CH2:6]1.[NH2:7][S:8]([NH2:9])(=[O:10])=[O:11]>>[CH2:1]1[CH2:2][CH2:3][N:4]([S:8]([NH2:7])(=[O:10])=[O:11])[CH2:5][CH2:6]1. The reactants are ClC1=NC(=CC(=N1)C)C=1C=NC(=CC1)C(F)(F)F (2-chloro-4-methyl-6-(6-trifluoromethyl-pyridin-3-yl)-pyrimidine), ClC1=NC=CC(=C1)B(O)O (2-chloro-pyridine-4-boronic acid). The product is ClC1=NC=CC(=C1)C1=NC(=CC(=N1)C)C=1C=NC(=CC1)C(F)(F)F (2-(2-Chloro-pyridin-4-yl)-4-methyl-6-(6-trifluoromethyl-pyridin-3-yl)-pyrimidine), solid. Yield: 65.0%. As a reaction SMILES: Cl[C:2]1[N:7]=[C:6]([CH3:8])[CH:5]=[C:4]([C:9]2[CH:10]=[N:11][C:12]([C:15]([F:18])([F:17])[F:16])=[CH:13][CH:14]=2)[N:3]=1.[Cl:19][C:20]1[CH:25]=[C:24](B(O)O)[CH:23]=[CH:22][N:21]=1>>[Cl:19][C:20]1[CH:25]=[C:24]([C:2]2[N:7]=[C:6]([CH3:8])[CH:5]=[C:4]([C:9]3[CH:10]=[N:11][C:12]([C:15]([F:18])([F:17])[F:16])=[CH:13][CH:14]=3)[N:3]=2)[CH:23]=[CH:22][N:21]=1. Procedure: The title compound was prepared from 2-chloro-4-methyl-6-(6-trifluoromethyl-pyridin-3-yl)-pyrimidine (example A.4) (0.63 g, 2.3 mmol) and commercially available 2-chloro-pyridine-4-boronic acid (0.4 g, 2.53 mmol) according to the general procedure IIb. Obtained as a light yellow solid (0.53 g, 65%). MS (ISP) 351.1 [(M+H)+]; mp 183.5° C.